This data is from the Open Reaction Database (ORD), a public repository of structured organic reaction records. The task is: describe an organic reaction: reactants, conditions, products, and yield The reactants are C(CCC)C=1N(C(=C(N1)Cl)CO[Si](C)(C)C(C)(C)C)CC1=CC=C(C=C1)C1=C(C=CC=C1)N1C(OC=N1)=S (4'-[[2-butyl-4-chloro-5-(t-butyldimethylsilyloxymethyl)-1H-imidazol-1-yl]methyl][1,1'-biphenyl-2-yl]-1,3,4-oxadiazol-2[3H]-thione), C(C)#N (acetonitrile), C(=O)(O)[O-].[Na+] (NaHCO3). Solvent: O (water). Product: C(CCC)C=1N(C(=C(N1)Cl)CO)CC1=CC=C(C=C1)C1=C(C=CC=C1)N1C(OC=N1)=S (4'-[[2-butyl-4-chloro-5-(hydroxymethyl)1H imidazol-1-yl]methyl][1,1'-biphenyl-2-yl]-1,3,4-oxadiazol-2[3H]-thione). Isolated yield 50.0%. RXN SMILES: [CH2:1]([C:5]1[N:6]([CH2:20][C:21]2[CH:26]=[CH:25][C:24]([C:27]3[CH:32]=[CH:31][CH:30]=[CH:29][C:28]=3[N:33]3[N:37]=[CH:36][O:35][C:34]3=[S:38])=[CH:23][CH:22]=2)[C:7]([CH2:11][O:12][Si](C(C)(C)C)(C)C)=[C:8]([Cl:10])[N:9]=1)[CH2:2][CH2:3][CH3:4].C(#N)C.C([O-])(O)=O.[Na+]>O>[CH2:1]([C:5]1[N:6]([CH2:20][C:21]2[CH:22]=[CH:23][C:24]([C:27]3[CH:32]=[CH:31][CH:30]=[CH:29][C:28]=3[N:33]3[N:37]=[CH:36][O:35][C:34]3=[S:38])=[CH:25][CH:26]=2)[C:7]([CH2:11][OH:12])=[C:8]([Cl:10])[N:9]=1)[CH2:2][CH2:3][CH3:4] |f:2.3|. Procedure details: A solution of 5-[4'-[[2-butyl-4-chloro-5-(t-butyldimethylsilyloxymethyl)-1H-imidazol-1-yl]methyl][1,1'-biphenyl-2-yl]-1,3,4-oxadiazol-2[3H]-thione (100 mg) in 1:9 48% HF/acetonitrile (10 mL) was stirred at room temperature for 3 hours in a plastic flask. The reaction mixture was neutralized by the dropwise addition of saturated aqueous NaHCO3 (to pH 5) and was diluted with water. The resulting precipitate was collected by filtration and washed with water. Recrystallization from ethyl acetate gav... Starting materials: [BH4-], COc1ccc(CC(C)(C)N=CC(O)c2ccc(OCc3ccccc3)c3c2OC(C)(C)C(=O)N3)cc1, CC(C)=O, CC(=O)O, CCO, [Na+], O. Product: COc1ccc(CC(C)(C)NCC(O)c2ccc(OCc3ccccc3)c3c2OC(C)(C)C(=O)N3)cc1. Reaction SMILES: [BH4-:1].[CH2:3]([c:4]1[cH:5][cH:6][cH:7][cH:8][cH:9]1)[O:10][c:11]1[cH:12][cH:13][c:14]([CH:24]([CH:25]=[N:26][C:27]([CH2:28][c:29]2[cH:30][cH:31][c:32]([O:35][CH3:36])[cH:33][cH:34]2)([CH3:37])[CH3:38])[OH:39])[c:15]2[c:16]1[NH:17][C:18](=[O:23])[C:19]([CH3:21])([CH3:22])[O:20]2.[CH3:40][C:41](=[O:42])[CH3:43].[CH3:44][C:45](=[O:46])[OH:47].[CH3:48][CH2:49][OH:50].[Na+:2].[OH2:51]>>[CH2:3]([c:4]1[cH:5][cH:6][cH:7][cH:8][cH:9]1)[O:10][c:11]1[cH:12][cH:13][c:14]([CH:24]([CH2:25][NH:26][C:27]([CH2:28][c:29]2[cH:30][cH:31][c:32]([O:35][CH3:36])[cH:33][cH:34]2)([CH3:37])[CH3:38])[OH:39])[c:15]2[c:16]1[NH:17][C:18](=[O:23])[C:19]([CH3:21])([CH3:22])[O:20]2. Reaction SMILES: [CH3:1][N:2]([CH2:3][CH:4]([CH2:5][C:6](=[O:7])[O:8][CH2:9][c:10]1[cH:11][cH:12][cH:13][cH:14][cH:15]1)[NH:16][S:17](=[O:18])(=[O:19])[c:20]1[s:21][c:22]([C:25]#[C:26][c:27]2[cH:28][c:29]([CH3:33])[cH:30][cH:31][cH:32]2)[cH:23][cH:24]1)[CH3:34].[CH3:35][I:36].[Cl:37][CH2:38][Cl:39]>>[CH3:1][N+:2]([CH2:3][CH:4]([CH2:5][C:6](=[O:7])[O:8][CH2:9][c:10]1[cH:11][cH:12][cH:13][cH:14][cH:15]1)[NH:16][S:17](=[O:18])(=[O:19])[c:20]1[s:21][c:22]([C:25]#[C:26][c:27]2[cH:28][c:29]([CH3:33])[cH:30][cH:31][cH:32]2)[cH:23][cH:24]1)([CH3:34])[CH3:35].[I-:36]. Yields the product Cc1cccc(C#Cc2ccc(S(=O)(=O)NC(CC(=O)OCc3ccccc3)C[N+](C)(C)C)s2)c1, [I-]. The reactants are Cc1cccc(C#Cc2ccc(S(=O)(=O)NC(CC(=O)OCc3ccccc3)CN(C)C)s2)c1, CI, ClCCl. Reactants: Cl (hydrochloric acid), ClCC1=CC(=C(OCC=2N=C(OC2C)C=2OC=CC2)C=C1)OC (4-(4-chloromethyl-2-methoxyphenoxymethyl)-2-(2-furyl)-5-methyloxazole), O\N=C(/CCC(=O)OC)\C1=CC=CC=C1 (methyl E-4-hydroxyimino-4-phenylbutyrate), [H-].[Na+] (sodium hydride). The solvent is CN(C=O)C (N,N-dimethylformamide), O (water). Reaction conditions: time 1 hour. Product: O1C(=CC=C1)C=1OC(=C(N1)COC1=C(C=C(CO\N=C(/CCC(=O)OC)\C2=CC=CC=C2)C=C1)OC)C (methyl E-4-[4-[2-(2-furyl)-5-methyl-4-oxazolylmethoxy]-3-methoxybenzyloxyimino]-4-phenylbutyrate). Yield: 64.1%. As a reaction SMILES: Cl[CH2:2][C:3]1[CH:21]=[CH:20][C:6]([O:7][CH2:8][C:9]2[N:10]=[C:11]([C:15]3[O:16][CH:17]=[CH:18][CH:19]=3)[O:12][C:13]=2[CH3:14])=[C:5]([O:22][CH3:23])[CH:4]=1.[OH:24]/[N:25]=[C:26](/[C:33]1[CH:38]=[CH:37][CH:36]=[CH:35][CH:34]=1)\[CH2:27][CH2:28][C:29]([O:31][CH3:32])=[O:30].[H-].[Na+].Cl>CN(C)C=O.O>[O:16]1[CH:17]=[CH:18][CH:19]=[C:15]1[C:11]1[O:12][C:13]([CH3:14])=[C:9]([CH2:8][O:7][C:6]2[CH:20]=[CH:21][C:3]([CH2:2][O:24]/[N:25]=[C:26](/[C:33]3[CH:38]=[CH:37][CH:36]=[CH:35][CH:34]=3)\[CH2:27][CH2:28][C:29]([O:31][CH3:32])=[O:30])=[CH:4][C:5]=2[O:22][CH3:23])[N:10]=1 |f:2.3|. Procedure details: To a stirred solution of 4-(4-chloromethyl-2-methoxyphenoxymethyl)-2-(2-furyl)-5-methyloxazole (1.65 g) and methyl E-4-hydroxyimino-4-phenylbutyrate (1.04 g) in N,N-dimethylformamide (20 ml) was added sodium hydride (60% in oil, 200 mg) at 0° C. After stirring for 1 hour, the reaction mixture was poured into water, neutralized with 1N hydrochloric acid, and extracted with ethyl acetate. The extract was washed with water, dried (MgSO4), and concentrated. The residue was purified by column chromat... The reactants are C(C1=CC=CC=C1)=NC=C(CC)CC (N-benzylidene-(2-ethyl-1-butenylamine)), C1(=CC=CC=C1)C=NC=C(CC)CC (1-phenyl-4,4-diethyl-2-aza-1,3-butadiene), C(C1=CC=CC=C1)N (benzylamine), C(C)C(C=O)=CC (2-ethyl-butenal), potassium tert.-butylate. Product: C(C)C1(C=NC(CC=CCCC=CC1)C1=CC=CC=C1)CC (3,3-diethyl-12-phenyl-1-aza-1,5,9-cyclododecatriene). RXN SMILES: [CH:1](=[N:8][CH:9]=[C:10]([CH2:13][CH3:14])[CH2:11][CH3:12])[C:2]1[CH:7]=[CH:6][CH:5]=[CH:4][CH:3]=1.C(N)[C:16]1[CH:21]=[CH:20][CH:19]=[CH:18][CH:17]=1.[CH2:23](C(=CC)C=O)[CH3:24]>>[CH2:11]([C:10]1([CH2:23][CH3:24])[CH2:13][CH:14]=[CH:17][CH2:18][CH2:19][CH:20]=[CH:21][CH2:16][CH:1]([C:2]2[CH:7]=[CH:6][CH:5]=[CH:4][CH:3]=2)[N:8]=[CH:9]1)[CH3:12]. Procedure details: The procedure described in Example 1(a) is repeated, except that 93.6 g (0.5 mol) of N-benzylidene-(2-ethyl-1-butenylamine) [1-phenyl-4,4-diethyl-2-aza-1,3-butadiene, prepared from benzylamine and 2-ethyl-butenal and by subsequent isomerisation of the reaction product in the presence of potassium tert.-butylate; boiling point 70° C./7 Pa; nD20 =1.5598; cf. J. Org. Chem., 43, No. 4, 782-84 (1978)] are used. Distillation yields 116 g (0.393 mol) of 3,3-diethyl-12-phenyl-1-aza-1,5,9-cyclododecatrie... The reactants are COC(=O)Nc1cnc(N2CCN(C)CC2)cc1-c1ccccc1C, COCCO[AlH2-]OCCOC, Cc1ccccc1, ClCCl, [Na+]. The product is CNc1cnc(N2CCN(C)CC2)cc1-c1ccccc1C. Reaction SMILES: [CH3:1][O:2][C:3]([NH:4][c:5]1[cH:6][n:7][c:8]([N:18]2[CH2:19][CH2:20][N:21]([CH3:24])[CH2:22][CH2:23]2)[cH:9][c:10]1-[c:11]1[c:12]([CH3:17])[cH:13][cH:14][cH:15][cH:16]1)=[O:25].[CH3:27][O:28][CH2:29][CH2:30][O:31][AlH2-:32][O:33][CH2:34][CH2:35][O:36][CH3:37].[CH3:41][c:42]1[cH:43][cH:44][cH:45][cH:46][cH:47]1.[Cl:38][CH2:39][Cl:40].[Na+:26]>>[CH3:3][NH:4][c:5]1[cH:6][n:7][c:8]([N:18]2[CH2:19][CH2:20][N:21]([CH3:24])[CH2:22][CH2:23]2)[cH:9][c:10]1-[c:11]1[c:12]([CH3:17])[cH:13][cH:14][cH:15][cH:16]1. Reactants: CC(=O)[O-], CCOC(C)=O, CS(C)=O, O=C(OCc1ccccc1)N(Cc1cc(C(F)(F)F)cc(C(F)(F)F)c1)c1ncc(Br)cn1, [K+], O. Yields the product O=C(OCc1ccccc1)N(Cc1cc(C(F)(F)F)cc(C(F)(F)F)c1)c1ncc(O)cn1. As a reaction SMILES: [CH3:35][C:36]([O-:37])=[O:38].[CH3:40][CH2:41][O:42][C:43](=[O:44])[CH3:45].[CH3:46][S:47]([CH3:48])=[O:49].[F:1][C:2]([c:3]1[cH:4][c:5]([CH2:6][N:7]([C:8]([O:9][CH2:10][c:11]2[cH:12][cH:13][cH:14][cH:15][cH:16]2)=[O:17])[c:18]2[n:19][cH:20][c:21]([Br:24])[cH:22][n:23]2)[cH:25][c:26]([C:28]([F:29])([F:30])[F:31])[cH:27]1)([F:32])[F:33].[K+:34].[OH2:39]>>[F:1][C:2]([c:3]1[cH:4][c:5]([CH2:6][N:7]([C:8]([O:9][CH2:10][c:11]2[cH:12][cH:13][cH:14][cH:15][cH:16]2)=[O:17])[c:18]2[n:19][cH:20][c:21]([OH:37])[cH:22][n:23]2)[cH:25][c:26]([C:28]([F:29])([F:30])[F:31])[cH:27]1)([F:32])[F:33].